Dataset: the Open Reaction Database (ORD), a public repository of structured organic reaction records. Task: describe an organic reaction: reactants, conditions, products, and yield Reactants: CC(C)(C)OC(=O)N1Cc2ccccc2-n2nncc2C1, CC(C)(C)OC(=O)NC(CC(=O)O)Cc1cc(F)c(F)cc1F, ClCCCl, CCN(C(C)C)C(C)C, O=C(O)C(F)(F)F, On1nnc2ccccc21. Product: CC(C)(C)OC(=O)NC(CC(=O)N1Cc2ccccc2-n2nncc2C1)Cc1cc(F)c(F)cc1F. As a reaction SMILES: [C:1]([O:2][C:6](=[O:7])[N:8]1[CH2:9][c:10]2[c:11]([cH:18][cH:19][cH:20][cH:21]2)-[n:12]2[n:13][n:14][cH:15][c:16]2[CH2:17]1)([CH3:3])([CH3:4])[CH3:5].[C:29]([CH3:30])([CH3:31])([CH3:32])[O:33][C:34](=[O:35])[NH:36][CH:37]([CH2:38][C:39]([OH:40])=[O:41])[CH2:42][c:43]1[c:44]([F:51])[cH:45][c:46]([F:50])[c:47]([F:49])[cH:48]1.[CH2:71]([Cl:72])[CH2:73][Cl:74].[CH:62]([N:63]([CH2:64][CH3:65])[CH:66]([CH3:67])[CH3:68])([CH3:69])[CH3:70].[OH:22][C:23]([C:24]([F:25])([F:26])[F:27])=[O:28].[OH:52][n:53]1[c:54]2[c:55]([cH:56][cH:57][cH:58][cH:59]2)[n:60][n:61]1>>[C:6](=[O:7])([N:8]1[CH2:9][c:10]2[c:11]([cH:18][cH:19][cH:20][cH:21]2)-[n:12]2[n:13][n:14][cH:15][c:16]2[CH2:17]1)[CH2:38][CH:37]([NH:36][C:34]([O:33][C:29]([CH3:30])([CH3:31])[CH3:32])=[O:35])[CH2:42][c:43]1[c:44]([F:51])[cH:45][c:46]([F:50])[c:47]([F:49])[cH:48]1. Reactants: C1(=CC=CC=C1)C=1C(=C(C(=NC1C1=CC=CC=C1)C(CC)OC)C(=O)OCC)O (Ethyl 5,6-diphenyl-4-hydroxy-2-(1-methoxypropyl)-3-pyridine carboxylate), NC=1SC=CN1 (2-aminothiazole). The product is C1(=CC=CC=C1)C=1C(=C(C(=NC1C1=CC=CC=C1)C(CC)OC)C(=O)NC=1SC=CN1)O (5,6-diphenyl-4-hydroxy-2-(1-methoxypropyl)-N-(2-thiazolyl)-3-pyridine carboxamide). The yield is 81.7%. As a reaction SMILES: [C:1]1([C:7]2[C:8]([OH:29])=[C:9]([C:24]([O:26]CC)=O)[C:10]([CH:19]([O:22][CH3:23])[CH2:20][CH3:21])=[N:11][C:12]=2[C:13]2[CH:18]=[CH:17][CH:16]=[CH:15][CH:14]=2)[CH:6]=[CH:5][CH:4]=[CH:3][CH:2]=1.[NH2:30][C:31]1[S:32][CH:33]=[CH:34][N:35]=1>>[C:1]1([C:7]2[C:8]([OH:29])=[C:9]([C:24]([NH:30][C:31]3[S:32][CH:33]=[CH:34][N:35]=3)=[O:26])[C:10]([CH:19]([O:22][CH3:23])[CH2:20][CH3:21])=[N:11][C:12]=2[C:13]2[CH:14]=[CH:15][CH:16]=[CH:17][CH:18]=2)[CH:2]=[CH:3][CH:4]=[CH:5][CH:6]=1. Procedure: Using the procedure of Example 5, 9.3 g of the product of Step E and 12 g of 2-aminothiazole were reacted to obtain 8.65 g of the expected product which after crystallization from ether melted at 236° to 238° C.